describe an organic reaction: reactants, conditions, products, and yield From a dataset of the Open Reaction Database (ORD), a public repository of structured organic reaction records. Solvent: CN(C=O)C (N,N-dimethylformamide), O1CCCC1 (tetrahydrofuran), CO (methanol), C(C)(=O)OCC (ethyl acetate), C(C)(=O)OCC (ethyl acetate). Reaction SMILES: [CH2:1]([O:8][C:9]1[CH:10]=[C:11]2[C:15](=[CH:16][CH:17]=1)[NH:14][CH:13]=[CH:12]2)[C:2]1[CH:7]=[CH:6][CH:5]=[CH:4][CH:3]=1.[H-].[Na+].Cl[CH2:21][C:22]1[CH:41]=[CH:40][C:25]([CH2:26][O:27][C:28]2[CH:33]=[CH:32][C:31]([CH2:34][CH2:35][C:36]([O:38]C)=[O:37])=[CH:30][CH:29]=2)=[CH:24][CH:23]=1.[OH-].[Na+]>CN(C)C=O.C(OCC)(=O)C.O1CCCC1.CO>[CH2:1]([O:8][C:9]1[CH:10]=[C:11]2[C:15](=[CH:16][CH:17]=1)[N:14]([CH2:21][C:22]1[CH:41]=[CH:40][C:25]([CH2:26][O:27][C:28]3[CH:33]=[CH:32][C:31]([CH2:34][CH2:35][C:36]([OH:38])=[O:37])=[CH:30][CH:29]=3)=[CH:24][CH:23]=1)[CH:13]=[CH:12]2)[C:2]1[CH:3]=[CH:4][CH:5]=[CH:6][CH:7]=1 |f:1.2,4.5|. Starting materials: C(C1=CC=CC=C1)OC=1C=C2C=CNC2=CC1 (5-(benzyloxy)-1H-indole), [H-].[Na+] (sodium hydride), [OH-].[Na+] (sodium hydroxide), ClCC1=CC=C(COC2=CC=C(C=C2)CCC(=O)OC)C=C1 (Methyl 3-(4-{[4-(chloromethyl)benzyl]oxy}phenyl)propanoate). The product is C(C1=CC=CC=C1)OC=1C=C2C=CN(C2=CC1)CC1=CC=C(COC2=CC=C(C=C2)CCC(=O)O)C=C1 (3-(4-[(4-{[5-(benzyloxy)-1H-indol-1-yl]methyl}benzyl)oxy]phenyl}propanoic acid). Reaction conditions: temperature 0 celsius. The yield is 52.2%. Procedure: To a solution of 5-(benzyloxy)-1H-indole (0.19 g, 0.86 mmol) in N,N-dimethylformamide (10 mL) was added sodium hydride (60% in oil, 35 mg, 0.86 mmol) with stirring at 0° C., and the mixture was stirred at the same temperature for 10 min. Methyl 3-(4-{[4-(chloromethyl)benzyl]oxy}phenyl)propanoate (0.25 g, 0.78 mmol) was added to the obtained mixture and the mixture was stirred at room temperature for 12 hr. The reaction mixture was diluted with ethyl acetate, and the mixture washed with 5% aqueou... Reactants: C(C)(C)(C)OC(=O)NCC=1C(=C(C(=O)OC)C=CC1)O (Methyl N-tert-butoxycarbonylaminomethyl-2-hydroxybenzoate), C[Si]([O-])(C)C.[K+] (potassium trimethylsilanolate). The solvent is O1CCCC1 (tetrahydrofuran). The product is C(C)(C)(C)OC(=O)NCC=1C(=C(C(=O)O)C=CC1)O (N-tert-butoxycarbonylaminomethyl-2-hydroxybenzoic acid). Yield: 81.0%. As a reaction SMILES: [C:1]([O:5][C:6]([NH:8][CH2:9][C:10]1[C:11]([OH:20])=[C:12]([CH:17]=[CH:18][CH:19]=1)[C:13]([O:15]C)=[O:14])=[O:7])([CH3:4])([CH3:3])[CH3:2].C[Si](C)(C)[O-].[K+]>O1CCCC1>[C:1]([O:5][C:6]([NH:8][CH2:9][C:10]1[C:11]([OH:20])=[C:12]([CH:17]=[CH:18][CH:19]=1)[C:13]([OH:15])=[O:14])=[O:7])([CH3:4])([CH3:2])[CH3:3] |f:1.2|. Procedure: Methyl N-tert-butoxycarbonylaminomethyl-2-hydroxybenzoate (8.7 g, 30.9 mmoles) was dissolved in dry tetrahydrofuran (100 mL), and potassium trimethylsilanolate (4.4 g, 30.9 mmoles, 90% pure) was added. The yellow solution was refluxed for 24 hours, during which time a tan precipitate formed and the solvent turned light brown. The mixture was evaporated to dryness, and the solid was dissolved in cold water (100 mL). The brown solution was chilled in an ice bath, and saturated aqueous potassium hy... Starting materials: NCCCN1CCN(CC1)C (1-(3-aminopropyl)-4-methyl piperazine), ClC1=NC=CC=C1[N+](=O)[O-] (2-chloro-3-nitropyridine). Solvent: C(C)O (ethanol), C(C)O (ethanol). Yields the product CN1CCN(CC1)CCCNC1=NC=CC=C1[N+](=O)[O-] (2-[3-(4-methyl-1-piperazinyl)-propylamino]-3-nitropyridine). Reaction SMILES: [NH2:1][CH2:2][CH2:3][CH2:4][N:5]1[CH2:10][CH2:9][N:8]([CH3:11])[CH2:7][CH2:6]1.Cl[C:13]1[C:18]([N+:19]([O-:21])=[O:20])=[CH:17][CH:16]=[CH:15][N:14]=1>C(O)C>[CH3:11][N:8]1[CH2:7][CH2:6][N:5]([CH2:4][CH2:3][CH2:2][NH:1][C:13]2[C:18]([N+:19]([O-:21])=[O:20])=[CH:17][CH:16]=[CH:15][N:14]=2)[CH2:10][CH2:9]1. Procedure details: In a two liter, three-necked flask fitted with condenser, dropping funnel, thermometer, magnetic stirrer and nitrogen inlet was placed 71.8 g. (0.456 mole) 1-(3-aminopropyl)-4-methyl piperazine and 150 ml. of ethanol. The solution was heated at reflux and a solution of 65.0 g. 2-chloro-3-nitropyridine dissolved in 500 ml. of warm ethanol was added dropwise over 90 minutes. The dark yellow reaction mixture was maintained at reflux of an additional hour then cooled to ambient temperature. The solv... Yields the product C(C)OC=1C=CC=C2C=CNC12 (7-ethoxy-1H-indole). Starting materials: N1C=CC2=CC=CC(=C12)O (1H-indol-7-ol), C([O-])([O-])=O.[K+].[K+] (potassium carbonate), ICC (iodoethane). Procedure: To a stirred solution of 1H-indol-7-ol (500 mg, 3.75 mmol) in acetone (10 mL) at r.t. was added potassium carbonate (3.11 g, 22.5 mmol), followed by iodoethane (0.45 mL, 5.63 mol), The mixture was stirred at r.t. for 16 h then solvent removed under reduced pressure. The crude product thus obtained was purified by chromatography over silica gel to afford 7-ethoxy-1H-indole: 1H NMR (400 MHz, MeOD) δ ppm 1.51 (t, J=6.95 Hz, 3 H), 4.22 (q, J=6.91 Hz, 2 H), 6.42 (d, J=3.03 Hz, 1H), 6.63 (d, J=7.58 Hz... Reaction conditions: time 16 hour. The solvent is CC(=O)C (acetone). As a reaction SMILES: [NH:1]1[C:9]2[C:4](=[CH:5][CH:6]=[CH:7][C:8]=2[OH:10])[CH:3]=[CH:2]1.C(=O)([O-])[O-].[K+].[K+].I[CH2:18][CH3:19]>CC(C)=O>[CH2:18]([O:10][C:8]1[CH:7]=[CH:6][CH:5]=[C:4]2[C:9]=1[NH:1][CH:2]=[CH:3]2)[CH3:19] |f:1.2.3|.